This data is from the Open Reaction Database (ORD), a public repository of structured organic reaction records. The task is: describe an organic reaction: reactants, conditions, products, and yield Reactants: BrB(Br)Br, O=C([O-])O, ClCCl, COc1ccccc1CCN(CCCCN1C(=O)CC2(CCCC2)CC1=O)C(C)C, N, [Na+]. Yields the product CC(C)N(CCCCN1C(=O)CC2(CCCC2)CC1=O)CCc1ccccc1O. RXN SMILES: [B:31]([Br:32])([Br:33])[Br:34].[C:35](=[O:36])([O-:37])[OH:38].[CH2:41]([Cl:42])[Cl:43].[CH:1]([CH3:2])([CH3:3])[N:4]([CH2:5][CH2:6][CH2:7][CH2:8][N:9]1[C:10](=[O:20])[CH2:11][C:12]2([CH2:13][CH2:14][CH2:15][CH2:16]2)[CH2:17][C:18]1=[O:19])[CH2:21][CH2:22][c:23]1[c:24]([O:29][CH3:30])[cH:25][cH:26][cH:27][cH:28]1.[NH3:40].[Na+:39]>>[CH:1]([CH3:2])([CH3:3])[N:4]([CH2:5][CH2:6][CH2:7][CH2:8][N:9]1[C:10](=[O:20])[CH2:11][C:12]2([CH2:13][CH2:14][CH2:15][CH2:16]2)[CH2:17][C:18]1=[O:19])[CH2:21][CH2:22][c:23]1[c:24]([OH:29])[cH:25][cH:26][cH:27][cH:28]1. Reactants: [H][H] (hydrogen), CC1=CC=C(C=C1)S(=O)(=O)OC[C@H]1COC2=C(O1)C(=C(C=C2)OCC2=CC=CC=C2)CCCO ([(2R)-7-(benzyloxy)-8-(3-hydroxypropyl)-2,3-dihydro-1,4-benzodioxin-2-yl]methyl 4-methylbenzenesulfonate), C1(=CC=CC=C1)P(C1=CC=CC=C1)C1=CC=CC=C1 (triphenylphosphine), CC(C)OC(=O)/N=N/C(=O)OC(C)C (diisopropylazodicarboxylate). The reagents and catalysts are [Pd] (palladium on carbon). The solvent is CO (methanol), CO (methanol). Conditions: time 5 day. Yields the product CC1=CC=C(C=C1)S(=O)(=O)OCC1COC=2C(=C3CCCOC3=CC2)O1 (2,3,9,10-Tetrahydro-8H-[1,4]dioxino[2,3-f]chromen-2-ylmethyl 4-Methylbenzenesulfonate). Reaction SMILES: [CH3:1][C:2]1[CH:7]=[CH:6][C:5]([S:8]([O:11][CH2:12][C@@H:13]2[O:18][C:17]3[C:19](CCCO)=[C:20]([O:23][CH2:24][C:25]4C=CC=C[CH:26]=4)[CH:21]=[CH:22][C:16]=3[O:15][CH2:14]2)(=[O:10])=[O:9])=[CH:4][CH:3]=1.[H][H].C1(P(C2C=CC=CC=2)C2C=CC=CC=2)C=CC=CC=1.CC(OC(/N=N/C(OC(C)C)=O)=O)C>CO.[Pd]>[CH3:1][C:2]1[CH:7]=[CH:6][C:5]([S:8]([O:11][CH2:12][CH:13]2[O:18][C:17]3=[C:19]4[C:20](=[CH:21][CH:22]=[C:16]3[O:15][CH2:14]2)[O:23][CH2:24][CH2:25][CH2:26]4)(=[O:10])=[O:9])=[CH:4][CH:3]=1. Procedure: A solution of 2.0 g (4.1 mmole) of [(2R)-7-(benzyloxy)-8-(3-hydroxypropyl)-2,3-dihydro-1,4-benzodioxin-2-yl]methyl 4-methylbenzenesulfonate in 100 mL of methanol was added to a slurry of 0.30 g of 10% palladium on carbon in 30 mL of methanol in 500 mL Parr hydrogenation bottle. The mixture was treated with 50 psi of hydrogen on a Parr shaker for 15 hours. The catalyst was then removed by filtration through celite and the filtrate concentrated in vacuum to 1.6 g of a colorless oil. The oil was di... Starting materials: COC1=C(C=CC(=C1)N1CCN(CC1)C)NC=1N=CC2=C(N1)N(C(C=C2)=O)C=2C=C(C=CC2)NC(OC(C)(C)C)=O (tert-butyl (3-(2-((2-methoxy-4-(4-methylpiperazin-1-yl)phenyl)amino)-7-oxopyrido[2,3-d]pyrimidin-8(7H)-yl)phenyl)carbamate), C(=O)(C(F)(F)F)O (TFA). Solvent: C(Cl)Cl (DCM). Run at time 30 minute. Product: NC=1C=C(C=CC1)N1C(C=CC2=C1N=C(N=C2)NC2=C(C=C(C=C2)N2CCN(CC2)C)OC)=O (8-(3-aminophenyl)-2-((2-methoxy-4-(4-methylpiperazin-1-yl)phenyl)amino)pyrido[2,3-d]pyrimidin-7(8H)-one). Yield: 79.0%. Reaction SMILES: [CH3:1][O:2][C:3]1[CH:8]=[C:7]([N:9]2[CH2:14][CH2:13][N:12]([CH3:15])[CH2:11][CH2:10]2)[CH:6]=[CH:5][C:4]=1[NH:16][C:17]1[N:18]=[CH:19][C:20]2[CH:26]=[CH:25][C:24](=[O:27])[N:23]([C:28]3[CH:29]=[C:30]([NH:34]C(=O)OC(C)(C)C)[CH:31]=[CH:32][CH:33]=3)[C:21]=2[N:22]=1.C(O)(C(F)(F)F)=O>C(Cl)Cl>[NH2:34][C:30]1[CH:29]=[C:28]([N:23]2[C:21]3[N:22]=[C:17]([NH:16][C:4]4[CH:5]=[CH:6][C:7]([N:9]5[CH2:14][CH2:13][N:12]([CH3:15])[CH2:11][CH2:10]5)=[CH:8][C:3]=4[O:2][CH3:1])[N:18]=[CH:19][C:20]=3[CH:26]=[CH:25][C:24]2=[O:27])[CH:33]=[CH:32][CH:31]=1. Reported procedure: The crude 1a from above was treated with DCM (20 mL) and TFA (20 mL) and stirred at RT for 30 min. The reaction mixture was concentrated under reduced pressure (rotary evaporator) and purified on a silica gel column (1-20% 2M NH3/MeOH in DCM) affording 8-(3-aminophenyl)-2-((2-methoxy-4-(4-methylpiperazin-1-yl)phenyl)amino)pyrido[2,3-d]pyrimidin-7(8H)-one (1b) (470 mg, 1.03 mmol, 79% yield) as a brown amorphous solid. m/z (ESI, +ve ion) 458.0 (M+H)+. 1H NMR (400 MHz, MeOH-d4) δ ppm 8.67 (1H, s), ... Reaction conditions: temperature 85 celsius, time 6 hour. Run in C(C)(=O)O (acetic acid). Reactants: [N+](=O)([O-])[O-].[Na+] (sodium nitrate), II (iodine), [N+](=O)([O-])[O-].[Na+] (sodium nitrate), ClC=1C=C(C2=C(C=C(O2)C)C1)Cl (5,7-dichloro-2-methylbenzofuran). Reaction SMILES: [I:1]I.[Cl:3][C:4]1[CH:5]=[C:6]([Cl:14])[C:7]2[O:11][C:10]([CH3:12])=[CH:9][C:8]=2[CH:13]=1.[N+]([O-])([O-])=O.[Na+]>C(O)(=O)C>[Cl:3][C:4]1[CH:5]=[C:6]([Cl:14])[C:7]2[O:11][C:10]([CH3:12])=[C:9]([I:1])[C:8]=2[CH:13]=1 |f:2.3|. The product is ClC=1C=C(C2=C(C(=C(O2)C)I)C1)Cl (5,7-Dichloro-3-iodo-2-methylbenzofuran). Procedure: A suspension of 1.7 mmol of pulverized iodine in 10 ml of glacial acetic acid is admixed with 3 mmol of 5,7-dichloro-2-methylbenzofuran [42969-57] and with 0.3 mmol of sodium nitrate. The mixture is stirred at 85° C. for 6 hours. If necessary further sodium nitrate is added after 1 hour. The reaction mixture is cooled to room temperature and quenched with 10% sodium hydrogen sulphite solution, and tert-butyl methyl ether is added. The phases are separated and the aqueous phase is extracted with ...